This data is from the Open Reaction Database (ORD), a public repository of structured organic reaction records. The task is: describe an organic reaction: reactants, conditions, products, and yield Reactants: C(C)(=S)OC (methyl thioacetate), C(C)(C)N(CC)C(C)C (diisopropylethylamine), ClC1=NC=C(C=C1)[N+](=O)[O-] (2-chloro-5-nitropyridine), CN(C=O)C (dimethylformamide). Run in O (water). Reaction conditions: temperature 80 celsius, time 1 hour. Yields the product [N+](=O)([O-])C=1C=CC(=NC1)CC(=S)OC (Methyl 5-nitro-(pyrid-2-yl)-thioacetate). Isolated yield 30.3%. As a reaction SMILES: [C:1]([O:4][CH3:5])(=[S:3])[CH3:2].C(N(C(C)C)CC)(C)C.Cl[C:16]1[CH:21]=[CH:20][C:19]([N+:22]([O-:24])=[O:23])=[CH:18][N:17]=1.CN(C)C=O>O>[N+:22]([C:19]1[CH:20]=[CH:21][C:16]([CH2:2][C:1]([O:4][CH3:5])=[S:3])=[N:17][CH:18]=1)([O-:24])=[O:23]. Procedure: A mixture of methyl thioacetate (3 g), diisopropylethylamine (8.14 g), 2-chloro-5-nitropyridine (5 g) and dimethylformamide (50 ml) was heated at 80° C. for 18 hours. The reaction mixture was cooled and then poured into water (500 ml). After stirring for 1 hour at ambient temperature the mixture was filtered to give the title compound (2.03 g) as a brown solid. Starting materials: C(=C)OCCONC(=O)C=1C(=C2C=NNC2=CC1)NC1=C(C=C(C=C1)SC)F (4-(2-fluoro-4-methylsulfanyl-phenylamino)-1H-indazole-5-carboxylic acid (2-vinyloxy-ethoxy)-amide), Cl (hydrochloric acid). The solvent is CO (methanol). Reaction conditions: time 2 hour. Yields the product OCCONC(=O)C=1C(=C2C=NNC2=CC1)NC1=C(C=C(C=C1)SC)F (4-(2-Fluoro-4-methylsulfanyl-phenylamino)-1H-indazole-5-carboxylic acid (2-hydroxy-ethoxy)-amide). Isolated yield 54.6%. As a reaction SMILES: C([O:3][CH2:4][CH2:5][O:6][NH:7][C:8]([C:10]1[C:11]([NH:19][C:20]2[CH:25]=[CH:24][C:23]([S:26][CH3:27])=[CH:22][C:21]=2[F:28])=[C:12]2[C:16](=[CH:17][CH:18]=1)[NH:15][N:14]=[CH:13]2)=[O:9])=C.Cl>CO>[OH:3][CH2:4][CH2:5][O:6][NH:7][C:8]([C:10]1[C:11]([NH:19][C:20]2[CH:25]=[CH:24][C:23]([S:26][CH3:27])=[CH:22][C:21]=2[F:28])=[C:12]2[C:16](=[CH:17][CH:18]=1)[NH:15][N:14]=[CH:13]2)=[O:9]. Procedure details: A solution of 4-(2-fluoro-4-methylsulfanyl-phenylamino)-1H-indazole-5-carboxylic acid (2-vinyloxy-ethoxy)-amide (45 mg, 0.112 mmol) in methanol (5 mL) was treated with hydrochloric acid (1M, 0.225 mL, 0.22 mmol) and the reaction mixture stirred at room temperature for 2 hours. The reaction mixture was then concentrated in vacuo and the residue dissolved in methanol and to this solution was added water causing a precipitate to form which was filtered off. The filtrate was extracted twice with eth... Reactants: OC1(CCC(CC1)=O)C=1SC=C(N1)C (4-hydroxy-4-(4-methyl-thiazol-2-yl)-cyclohexanone), N1CC(C1)NC(=O)CNC(C1=CC(=CC=C1)C(F)(F)F)=O (N-(azetidin-3-ylcarbamoylmethyl)-3-trifluoromethyl-benzamide). Product: OC1(CCC(CC1)N1CC(C1)NC(=O)CNC(C1=CC(=CC=C1)C(F)(F)F)=O)C=1SC=C(N1)C (N-({1-[4-Hydroxy-4-(4-methyl-thiazol-2-yl)-cyclohexyl]-azetidin-3-ylcarbamoyl}-methyl)-3-trifluoromethyl-benzamide). RXN SMILES: [OH:1][C:2]1([C:9]2[S:10][CH:11]=[C:12]([CH3:14])[N:13]=2)[CH2:7][CH2:6][C:5](=O)[CH2:4][CH2:3]1.[NH:15]1[CH2:18][CH:17]([NH:19][C:20]([CH2:22][NH:23][C:24](=[O:35])[C:25]2[CH:30]=[CH:29][CH:28]=[C:27]([C:31]([F:34])([F:33])[F:32])[CH:26]=2)=[O:21])[CH2:16]1>>[OH:1][C:2]1([C:9]2[S:10][CH:11]=[C:12]([CH3:14])[N:13]=2)[CH2:7][CH2:6][CH:5]([N:15]2[CH2:18][CH:17]([NH:19][C:20]([CH2:22][NH:23][C:24](=[O:35])[C:25]3[CH:30]=[CH:29][CH:28]=[C:27]([C:31]([F:34])([F:32])[F:33])[CH:26]=3)=[O:21])[CH2:16]2)[CH2:4][CH2:3]1. Procedure: The title compounds were prepared as white solids from reductive amination of 4-hydroxy-4-(4-methyl-thiazol-2-yl)-cyclohexanone, as prepared in the previous step, and N-(azetidin-3-ylcarbamoylmethyl)-3-trifluoromethyl-benzamide using the procedure described in Step E of Example 1. Starting materials: C(CC(O)(C(=O)O)CC(=O)O)(=O)O (citric acid), [Br-].C(C1=CC=CC=C1)[Zn+] (benzylzinc bromide), C(C)(C)(C)OC(=O)N1CC(C=2C=NC(=CC21)Cl)(C)C (6-chloro-3,3-dimethyl-2,3-dihydro-pyrrolo[3,2-c]pyridine-1-carboxylic acid tert-butyl ester), [Br-].[Li+] (lithium bromide). The reagents and catalysts are C(C)(C)N1C(N(C=C1)C(C)C)=[Pd-3](C1=NC=CC=C1Cl)(Cl)Cl ((1,3-diisopropylimidazol-2-ylidene)(3-chloropyridyl)palladium (II) dichloride). Solvent: O (water), C1CCOC1 (THF), C1CCOC1 (THF), CN1C(CCC1)=O (1-methyl-2-pyrrolidinone). Run at temperature 20 celsius, time 24 hour. Product: C(C)(C)(C)OC(=O)N1CC(C=2C=NC(=CC21)CC2=CC=CC=C2)(C)C (6-Benzyl-3,3-dimethyl-2,3-dihydro-pyrrolo[3,2-c]pyridine-1-carboxylic acid tert-butyl ester). RXN SMILES: [C:1]([O:5][C:6]([N:8]1[C:16]2[CH:15]=[C:14](Cl)[N:13]=[CH:12][C:11]=2[C:10]([CH3:19])([CH3:18])[CH2:9]1)=[O:7])([CH3:4])([CH3:3])[CH3:2].[Br-].[Li+].[Br-].[CH2:23]([Zn+])[C:24]1[CH:29]=[CH:28][CH:27]=[CH:26][CH:25]=1.C(O)(=O)CC(CC(O)=O)(C(O)=O)O>C1COCC1.C(N1C=CN(C(C)C)C1=[Pd-3](Cl)(Cl)C1C(Cl)=CC=CN=1)(C)C.O.CN1CCCC1=O>[C:1]([O:5][C:6]([N:8]1[C:16]2[CH:15]=[C:14]([CH2:23][C:24]3[CH:29]=[CH:28][CH:27]=[CH:26][CH:25]=3)[N:13]=[CH:12][C:11]=2[C:10]([CH3:19])([CH3:18])[CH2:9]1)=[O:7])([CH3:4])([CH3:3])[CH3:2] |f:1.2,3.4|. Reported procedure: To a nitrogen-degassed mixture of 6-chloro-3,3-dimethyl-2,3-dihydro-pyrrolo[3,2-c]pyridine-1-carboxylic acid tert-butyl ester (1.12 g, 4 mmol), lithium bromide (1.39 g, 16 mmol), (1,3-diisopropylimidazol-2-ylidene)(3-chloropyridyl)palladium (II) dichloride (0.056 g, 0.08 mmol), 1-methyl-2-pyrrolidinone (10 mL) and THF (10 mL) was added a solution of benzylzinc bromide in THF (0.5 M, 32 mL) and resulting mixture was stirred at 20° C. for 24 h. The mixture was poured into water (100 mL) and 5% aqu... Reactants: CC(C)(C)c1nc(C(F)F)cc(N2CCN(CCCCl)CC2)n1, Cn1c(S)nnc1C1CC1. Product: Cn1c(SCCCN2CCN(c3cc(C(F)F)nc(C(C)(C)C)n3)CC2)nnc1C1CC1, Cl. Reaction SMILES: [C:11]([CH3:12])([CH3:13])([CH3:14])[c:15]1[n:16][c:17]([CH:31]([F:32])[F:33])[cH:18][c:19]([N:21]2[CH2:22][CH2:23][N:24]([CH2:27][CH2:28][CH2:29][Cl:30])[CH2:25][CH2:26]2)[n:20]1.[CH3:1][n:2]1[c:3]([SH:10])[n:4][n:5][c:6]1[CH:7]1[CH2:8][CH2:9]1>>[CH3:1][n:2]1[c:3]([S:10][CH2:29][CH2:28][CH2:27][N:24]2[CH2:23][CH2:22][N:21]([c:19]3[cH:18][c:17]([CH:31]([F:32])[F:33])[n:16][c:15]([C:11]([CH3:12])([CH3:13])[CH3:14])[n:20]3)[CH2:26][CH2:25]2)[n:4][n:5][c:6]1[CH:7]1[CH2:8][CH2:9]1.[ClH:30]. The reactants are FC1=C(C=C(C=C1)N1C(N(C=C1)C1=CC=C(C=C1)OC1=CC=CC=C1)=O)[N+](=O)[O-] (1-(4-fluoro-3-nitrophenyl)-3-(4-phenoxyphenyl)-1,3-dihydroimidazol-2-one), CN(CCN)C (2-dimethylaminoethylamine). Solvent: CN(C=O)C (dimethylformamide). The product is CN(CCNC1=C(C=C(C=C1)N1C(N(C=C1)C1=CC=C(C=C1)OC1=CC=CC=C1)=O)[N+](=O)[O-])C (1-[4-(2-Dimethylaminoethylamino)-3-nitrophenyl]-3-(4-phenoxyphenyl)-1,3-dihydroimidazol-2-one). As a reaction SMILES: F[C:2]1[CH:7]=[CH:6][C:5]([N:8]2[CH:12]=[CH:11][N:10]([C:13]3[CH:18]=[CH:17][C:16]([O:19][C:20]4[CH:25]=[CH:24][CH:23]=[CH:22][CH:21]=4)=[CH:15][CH:14]=3)[C:9]2=[O:26])=[CH:4][C:3]=1[N+:27]([O-:29])=[O:28].[CH3:30][N:31]([CH3:35])[CH2:32][CH2:33][NH2:34]>CN(C)C=O>[CH3:30][N:31]([CH3:35])[CH2:32][CH2:33][NH:34][C:2]1[CH:7]=[CH:6][C:5]([N:8]2[CH:12]=[CH:11][N:10]([C:13]3[CH:18]=[CH:17][C:16]([O:19][C:20]4[CH:25]=[CH:24][CH:23]=[CH:22][CH:21]=4)=[CH:15][CH:14]=3)[C:9]2=[O:26])=[CH:4][C:3]=1[N+:27]([O-:29])=[O:28]. Reported procedure: A solution of 1-(4-fluoro-3-nitrophenyl)-3-(4-phenoxyphenyl)-1,3-dihydroimidazol-2-one (100 mg) in dimethylformamide (2 ml) was shaken with 2-dimethylaminoethylamine (0.3 ml) at 70° C. for 2 hours. Volatiles were removed and the residue was partitioned between dichloromethane and water. The organic phase was dried and concentrated. The product with the molecular weight of 459.51 (C25H25N5O4); MS (ESI): 460 ([M+H]+), was obtained in this way. Starting materials: N(=O)[O-].[Na+] (sodium nitrite), ice, N (ammonia), [Cu]C#N (copper(I) cyanide), [C-]#N.[K+] (potassium cyanide), Cl (hydrochloric acid), S(O)(O)(=O)=O (sulfuric acid), NC=1C(=C(C(=O)O)C(=C(C1I)N)I)I (3,5-diamino-2,4,6-triiodobenzoic acid). Run in O (water), C(C)(=O)O (acetic acid), C(C)(=O)OCC (ethyl acetate). Reaction conditions: time 2 hour. Yields the product C(#N)C=1C(=C(C(=O)O)C(=C(C1I)C#N)I)I (3,5-dicyano-2,4,6-triiodobenzoic acid). The yield is 38.0%. As a reaction SMILES: N([O-])=O.[Na+].S(=O)(=O)(O)O.N[C:11]1[C:12]([I:23])=[C:13]([C:17]([I:22])=[C:18](N)[C:19]=1[I:20])[C:14]([OH:16])=[O:15].[NH3:24].[Cu][C:26]#[N:27].[C-:28]#N.[K+].Cl>C(OCC)(=O)C.O.C(O)(=O)C>[C:28]([C:11]1[C:12]([I:23])=[C:13]([C:17]([I:22])=[C:18]([C:26]#[N:27])[C:19]=1[I:20])[C:14]([OH:16])=[O:15])#[N:24] |f:0.1,6.7|. Reported procedure: 7 g of sodium nitrite is introduced under stirring into 84 ml of concentrated sulfuric acid held at a temperature of +5° C. The mixture is then maintained at +70° C. until solution has occurred, and then cooled to +5° C. After adding 42 ml of glacial acetic acid dropwise under cooling, 21 g of 3,5-diamino-2,4,6-triiodobenzoic acid is added in incremental portions under agitation in such a way that the internal temperature ranges between 0° C. and +5° C. The batch is stirred for another 2 hours, ... Reactants: C(C)OC(=O)NC1=C(C(=O)O)C(=CC=C1)C=CC (2-ethoxycarbonylamino-6-propenylbenzoic acid), [H][H] (hydrogen). The reagents and catalysts are [Pd] (palladium on charcoal). Solvent: C(C)O (ethanol). Run at time 3 hour. Product: C(C)OC(=O)NC1=C(C(=O)O)C(=CC=C1)CCC (2-ethoxycarbonylamino-6-propylbenzoic Acid). The yield is 87.5%. As a reaction SMILES: [CH2:1]([O:3][C:4]([NH:6][C:7]1[CH:15]=[CH:14][CH:13]=[C:12]([CH:16]=[CH:17][CH3:18])[C:8]=1[C:9]([OH:11])=[O:10])=[O:5])[CH3:2].[H][H]>C(O)C.[Pd]>[CH2:1]([O:3][C:4]([NH:6][C:7]1[CH:15]=[CH:14][CH:13]=[C:12]([CH2:16][CH2:17][CH3:18])[C:8]=1[C:9]([OH:11])=[O:10])=[O:5])[CH3:2]. Procedure details: A solution of 2-ethoxycarbonylamino-6-propenylbenzoic acid (220 mg) in ethanol was hydrogenated at 50 psi hydrogen over 10% palladium on charcoal. After 3 hours, the catalyst was filtered through Celite and the filtrate evaporated to give an oily solid (194 mg). IR νmax =1680-1740 (br), 2500-3200 (br). Reactants: ClC1=CC(=NC=C1C(=O)OCC)Cl (Ethyl 4,6-dichloronicotinate), S(=O)(=O)(OC)OC (dimethyl sulfate), Teflon. Solvent: C(C)#N (acetonitrile), C([O-])(O)=O.[Na+] (sodium bicarbonate), O (water). Conditions: temperature 120 celsius, time 5 hour. Product: C(C)OC(=O)C1=CN(C(C=C1Cl)=O)C (4-chloro-1-methyl-6-oxo-1,6-dihydro-pyridine-3-carboxylic acid ethyl ester). The yield is 85.0%. Reaction SMILES: [Cl:1][C:2]1[C:7]([C:8]([O:10][CH2:11][CH3:12])=[O:9])=[CH:6][N:5]=[C:4](Cl)[CH:3]=1.S([O:19][CH3:20])(OC)(=O)=O>C(#N)C.C(=O)(O)[O-].[Na+].O>[CH2:11]([O:10][C:8]([C:7]1[C:2]([Cl:1])=[CH:3][C:20](=[O:19])[N:5]([CH3:4])[CH:6]=1)=[O:9])[CH3:12] |f:3.4|. Reported procedure: Ethyl 4,6-dichloronicotinate [prepared according to the literature procedure of J. Chem. Soc. 5163 (1963)] (3.19 g, 14.5 mmol) and dimethyl sulfate (6.0 mL, 63 mmol) were combined in a thick-walled glass tube with a Teflon cap. The tube was sealed and heated in a 120° C. sand bath. After 5 h, the reaction was cooled to ambient temperature and diluted with acetonitrile (100 mL) and saturated aqueous sodium bicarbonate solution (100 mL). The reaction mixture was stirred vigorously overnight (ca. 1... Reactants: C1CCCCC1, CCC, O=[N+]([O-])O. Product: O=[N+]([O-])C1CCCCC1. Reaction SMILES: [CH2:4]1[CH2:5][CH2:6][CH2:7][CH2:8][CH2:9]1.[CH3:1][CH2:2][CH3:3].[N+:10](=[O:11])([OH:12])[O-:13]>>[CH:4]1([N+:10](=[O:11])[O-:12])[CH2:5][CH2:6][CH2:7][CH2:8][CH2:9]1.